Dataset: the Open Reaction Database (ORD), a public repository of structured organic reaction records. Task: describe an organic reaction: reactants, conditions, products, and yield Reactants: COC1=CC=C(C(=O)Cl)C=C1 (para-methoxybenzoyl chloride), C#N (hydrocyanic acid), CN(CC1=CC=CC=C1)C (dimethylbenzylamine). Solvent: C1(=CC=CC=C1)C (toluene), C1(=CC=CC=C1)C (toluene). Conditions: temperature -20 celsius, time 10 minute. The product is COC1=CC=C(C(=O)C#N)C=C1 (para-methyoxybenzoyl cyanide). Isolated yield 79.4%. RXN SMILES: [CH3:1][N:2](C)CC1C=CC=CC=1.[CH3:11][O:12][C:13]1[CH:21]=[CH:20][C:16]([C:17](Cl)=[O:18])=[CH:15][CH:14]=1.C#N>C1(C)C=CC=CC=1>[CH3:11][O:12][C:13]1[CH:21]=[CH:20][C:16]([C:17]([C:1]#[N:2])=[O:18])=[CH:15][CH:14]=1. Procedure: A solution of 135 g (1 mole) of dimethylbenzylamine in 100 ml of toluene was added dropwise, at -20° C, while cooling, in the course of 30 minutes to a mixture of 170 g (1 mole) of para-methoxybenzoyl chloride and 50 g of anhydrous hydrocyanic acid in 400 ml of toluene at such a rate that the internal temperature did not rise above -20° C during the addition. When the addition was complete, the mixture was stirred for a further 10 minutes at -20° C and excess hydrocyanic acid was then distilled,... Reactants: CS(=O)C1=CC(=NC=N1)C1=C(N(N=C1)C)NC=1C=C(C=CC1C)NC(C1=CC(=CC=C1)C(F)(F)F)=O (N-{3-[4-(6-Methanesulfinyl-pyrimidin-4-yl)-2-methyl-2H-pyrazol-3-ylamino]-4-methyl-phenyl}-3-trifluoromethyl-benzamide), N1(CCOCC1)CCN (2-Morpholin-4-yl-ethylamine). The solvent is CC(C)O (2-propanol). Run at temperature 80 celsius. Yields the product CC1=C(C=C(C=C1)NC(C1=CC(=CC=C1)C(F)(F)F)=O)NC=1N(N=CC1C1=NC=NC(=C1)NCCN1CCOCC1)C (N-(4-Methyl-3-{2-methyl-4-[6-(2-morpholin-4-yl-ethylamino)-pyrimidin-4-yl]-2H-pyrazol-3-ylamino}-phenyl)-3-trifluoromethyl-benzamide). Reaction SMILES: CS([C:4]1[N:9]=[CH:8][N:7]=[C:6]([C:10]2[CH:14]=[N:13][N:12]([CH3:15])[C:11]=2[NH:16][C:17]2[CH:18]=[C:19]([NH:24][C:25](=[O:36])[C:26]3[CH:31]=[CH:30][CH:29]=[C:28]([C:32]([F:35])([F:34])[F:33])[CH:27]=3)[CH:20]=[CH:21][C:22]=2[CH3:23])[CH:5]=1)=O.[N:37]1([CH2:43][CH2:44][NH2:45])[CH2:42][CH2:41][O:40][CH2:39][CH2:38]1>CC(O)C>[CH3:23][C:22]1[CH:21]=[CH:20][C:19]([NH:24][C:25](=[O:36])[C:26]2[CH:31]=[CH:30][CH:29]=[C:28]([C:32]([F:35])([F:34])[F:33])[CH:27]=2)=[CH:18][C:17]=1[NH:16][C:11]1[N:12]([CH3:15])[N:13]=[CH:14][C:10]=1[C:6]1[CH:5]=[C:4]([NH:45][CH2:44][CH2:43][N:37]2[CH2:42][CH2:41][O:40][CH2:39][CH2:38]2)[N:9]=[CH:8][N:7]=1. Reported procedure: The mixture of N-{3-[4-(6-Methanesulfinyl-pyrimidin-4-yl)-2-methyl-2H-pyrazol-3-ylamino]-4-methyl-phenyl}-3-trifluoromethyl-benzamide (40 mg, 0.078 mmol) and 2-Morpholin-4-yl-ethylamine (100 μL) in 2-propanol is heated to 80° C. for 3 hours. The reaction mixture is cooled to room temperature and concentrated. The crude product is then treated with 1 mL DMSO and purified by LC/MS to afford N-(4-Methyl-3-{2-methyl-4-[6-(2-morpholin-4-yl-ethylamino)-pyrimidin-4-yl]-2H-pyrazol-3-ylamino}-phenyl)-3-t...